Task: describe an organic reaction: reactants, conditions, products, and yield. Dataset: the Open Reaction Database (ORD), a public repository of structured organic reaction records The product is C(CC)C1=C(OCCCOC=2C=C3CCC(OC3=CC2)(C(=O)O)C)C=CC(=C1)OC1=CC=CC=C1 (6-(3-(2-Propyl-4-phenoxyphenoxy)propoxy)-2-methylchromane-2-carboxylic acid). RXN SMILES: [CH2:1]([C:4]1[CH:29]=[C:28]([O:30][C:31]2[CH:36]=[CH:35][CH:34]=[CH:33][CH:32]=2)[CH:27]=[CH:26][C:5]=1[O:6][CH2:7][CH2:8][CH2:9][O:10][C:11]1[CH:12]=[C:13]2[C:18](=[CH:19][CH:20]=1)[O:17][CH:16]([C:21]([O:23]CC)=[O:22])[CH2:15][CH2:14]2)[CH2:2][CH3:3].I[CH3:38]>>[CH2:1]([C:4]1[CH:29]=[C:28]([O:30][C:31]2[CH:32]=[CH:33][CH:34]=[CH:35][CH:36]=2)[CH:27]=[CH:26][C:5]=1[O:6][CH2:7][CH2:8][CH2:9][O:10][C:11]1[CH:12]=[C:13]2[C:18](=[CH:19][CH:20]=1)[O:17][C:16]([CH3:38])([C:21]([OH:23])=[O:22])[CH2:15][CH2:14]2)[CH2:2][CH3:3]. Reported procedure: The title compound was prepared from ethyl 6-(3-(2-propyl-4-phenoxyphenoxy)propoxy)-chromane-2-carboxylate (Example 13) following the procedures described in Example 2, Step A, employing iodomethane instead of iodopropane, and subsequently hydrolyzed following the procedure in Example 1, Step C. The reactants are C(CC)C1=C(OCCCOC=2C=C3CCC(OC3=CC2)C(=O)OCC)C=CC(=C1)OC1=CC=CC=C1 (ethyl 6-(3-(2-propyl-4-phenoxyphenoxy)propoxy)-chromane-2-carboxylate), IC (iodomethane). The reactants are ClC1=C(C(C=2C=NN(C2C1=O)C)=O)NC (6-Chloro-5-methylamino-1-methylindazole-4,7-dione), N(=O)[O-].[Na+] (sodium nitrite). The solvent is Cl (hydrochloric acid), O (water). Yields the product ClC1=C(C(C=2C=NN(C2C1=O)C)=O)N(C)N=O (6-Chloro-1-methyl-5-(Nitroso-N-methylamino)indazole-4,7-dione). Reaction SMILES: [Cl:1][C:2]1[C:10](=[O:11])[C:9]2[N:8]([CH3:12])[N:7]=[CH:6][C:5]=2[C:4](=[O:13])[C:3]=1[NH:14][CH3:15].[N:16]([O-])=[O:17].[Na+]>Cl.O>[Cl:1][C:2]1[C:10](=[O:11])[C:9]2[N:8]([CH3:12])[N:7]=[CH:6][C:5]=2[C:4](=[O:13])[C:3]=1[N:14]([N:16]=[O:17])[CH3:15] |f:1.2|. Procedure: 6-Chloro-5-methylamino-1-methylindazole-4,7-dione (4.5 grams) in 30 % hydrochloric acid (50 milliliters was stirred at 0° C and treated dropwise with a solution of sodium nitrite (3.0 grams) in water (20 milliliters). After 1 hour the orange solid which had separated out was collected, washed with water and dried over silica gel to yield the desired product having a melting point of 124°-125° C (with decomposition). Reactants: CC(C)(C)OC(=O)N1CCCC1COc1cccc([N+](=O)[O-])c1, C=O, O=CO, O. Yields the product CN1CCCC1COc1cccc([N+](=O)[O-])c1. As a reaction SMILES: [C:1]([O:2][C:6](=[O:3])[N:8]1[CH:9]([CH2:13][O:14][c:15]2[cH:16][c:17]([N+:21](=[O:22])[O-:23])[cH:18][cH:19][cH:20]2)[CH2:10][CH2:11][CH2:12]1)([CH3:4])([CH3:5])[CH3:7].[CH2:24]=[O:25].[CH:27]([OH:28])=[O:29].[OH2:26]>>[CH3:6][N:8]1[CH:9]([CH2:13][O:14][c:15]2[cH:16][c:17]([N+:21](=[O:22])[O-:23])[cH:18][cH:19][cH:20]2)[CH2:10][CH2:11][CH2:12]1. Starting materials: C(C)(C)(C)OC(NC1=C(C=C(C(=C1)Cl)C)N)=O ((2-amino-5-chloro-4-methyl-phenyl)-carbamic acid tert-butyl ester), C(C)(C)(C)OC(CC(=O)C1=CC(=CC=C1)C1=CC(=NC=C1)C)=O (3-[3-(2-methyl-pyridin-4-yl)-phenyl]-3-oxo-propionic acid tert-butyl ester). The product is C(C)(C)(C)OC(NC1=C(C=C(C(=C1)Cl)C)NC(CC(=O)C1=CC(=CC=C1)C1=CC(=NC=C1)C)=O)=O ((5-Chloro-4-methyl-2-{3-[3-(2-methyl-pyridin-4-yl)-phenyl]-3-oxo-propionylamino}-phenyl)-carbamic acid tert-butyl ester), solid. The yield is 75.0%. Reaction SMILES: [C:1]([O:5][C:6](=[O:17])[NH:7][C:8]1[CH:13]=[C:12]([Cl:14])[C:11]([CH3:15])=[CH:10][C:9]=1[NH2:16])([CH3:4])([CH3:3])[CH3:2].C([O:22][C:23](=O)[CH2:24][C:25]([C:27]1[CH:32]=[CH:31][CH:30]=[C:29]([C:33]2[CH:38]=[CH:37][N:36]=[C:35]([CH3:39])[CH:34]=2)[CH:28]=1)=[O:26])(C)(C)C>>[C:1]([O:5][C:6](=[O:17])[NH:7][C:8]1[CH:13]=[C:12]([Cl:14])[C:11]([CH3:15])=[CH:10][C:9]=1[NH:16][C:23](=[O:22])[CH2:24][C:25]([C:27]1[CH:32]=[CH:31][CH:30]=[C:29]([C:33]2[CH:38]=[CH:37][N:36]=[C:35]([CH3:39])[CH:34]=2)[CH:28]=1)=[O:26])([CH3:4])([CH3:2])[CH3:3]. Procedure details: The title compound was prepared from (2-amino-5-chloro-4-methyl-phenyl)-carbamic acid tert-butyl ester (Example J21) (257 mg, 1.0 mmol) and 3-[3-(2-methyl-pyridin-4-yl)-phenyl]-3-oxo-propionic acid tert-butyl ester (Example K12) (311 mg, 1.0 mmol) according to the general procedure M. Obtained as a white solid (372 mg, 75%).